Task: describe an organic reaction: reactants, conditions, products, and yield. Dataset: the Open Reaction Database (ORD), a public repository of structured organic reaction records Starting materials: NC1=C(C=CC(=C1)C)S(=O)(=O)N (2-amino-4-methylbenzenesulfonamide), C(=O)(Cl)Cl (phosgene), C(C)(C)N=C=S (isopropyl isothiocyanate), NC1=C(C=CC=C1Cl)S(=O)(=O)NC(=S)NC(C)C (N-(2-amino-3-chlorobenzenesulfonyl)-N′-isopropylthiourea). Product: ClC1=CC=CC2=C1NC(=NS2(=O)=O)NC(C)C (5-Chloro-3-isopropylamino-4H-1,2,4-benzothiadiazine 1,1-dioxide). Reaction SMILES: NC1C=C(C)C=CC=1S(N)(=O)=O.C(N=C=S)(C)C.[NH2:19][C:20]1[C:25]([Cl:26])=[CH:24][CH:23]=[CH:22][C:21]=1[S:27]([NH:30][C:31]([NH:33][CH:34]([CH3:36])[CH3:35])=S)(=[O:29])=[O:28].C(Cl)(Cl)=O>>[Cl:26][C:25]1[C:20]2[NH:19][C:31]([NH:33][CH:34]([CH3:36])[CH3:35])=[N:30][S:27](=[O:29])(=[O:28])[C:21]=2[CH:22]=[CH:23][CH:24]=1. Procedure details: Starting from 2-amino-4-methylbenzenesulfonamide and isopropyl isothiocyanate, and following a procedure analogous to the one described in Example 4a, N-(2-amino-3-chlorobenzenesulfonyl)-N′-isopropylthiourea was prepared; m.p. 124-125° C. Subsequent ring closure with phosgene by a procedure analogous to the one described in Example 4b gave the title compound; m.p. 204-206° C. Reactants: C1CCOC1, CCS(=O)(=O)c1ccc(Oc2cc(Cl)ccc2OC(C)C(=O)OC)c(Cl)c1, [Li+], [OH-], O. Yields the product CCS(=O)(=O)c1ccc(Oc2cc(Cl)ccc2OC(C)C(=O)O)c(Cl)c1. RXN SMILES: [CH2:31]1[O:32][CH2:33][CH2:34][CH2:35]1.[Cl:1][c:2]1[cH:3][c:4]([O:15][c:16]2[c:17]([Cl:27])[cH:18][c:19]([S:22](=[O:23])(=[O:24])[CH2:25][CH3:26])[cH:20][cH:21]2)[c:5]([O:6][CH:7]([C:8](=[O:9])[O:10][CH3:11])[CH3:12])[cH:13][cH:14]1.[Li+:28].[OH-:29].[OH2:30]>>[Cl:1][c:2]1[cH:3][c:4]([O:15][c:16]2[c:17]([Cl:27])[cH:18][c:19]([S:22](=[O:23])(=[O:24])[CH2:25][CH3:26])[cH:20][cH:21]2)[c:5]([O:6][CH:7]([C:8](=[O:9])[OH:10])[CH3:12])[cH:13][cH:14]1.